From a dataset of the Open Reaction Database (ORD), a public repository of structured organic reaction records. describe an organic reaction: reactants, conditions, products, and yield Reactants: OS(=O)(=O)O (H2SO4), C1(=CC(=CC=C1)C)C (m-xylene), N1=C(Cl)N=C(Cl)N=C1Cl (cyanuric chloride), [Al+3].[Cl-].[Cl-].[Cl-] (AlCl3). The solvent is ClC1=CC=CC=C1 (chlorobenzene). Reaction conditions: time 5 minute. The product is ClC1=NC(=NC(=N1)C1=C(C=C(C=C1)C)C)C1=C(C=C(C=C1)C)C (2-chloro-4,6-bis(2,4-dimethylphenyl)-1,3,5-triazine), CC1=C(C=CC(=C1)C)C1=NC(=NC(=N1)C1=C(C=C(C=C1)C)C)C1=C(C=C(C=C1)C)C (2,4,6-tris(2,4-dimethylphenyl)-1,3,5-triazine). Reaction SMILES: [N:1]1[C:8](Cl)=[N:7][C:5](Cl)=[N:4][C:2]=1[Cl:3].[Al+3].[Cl-].[Cl-].[Cl-].OS(O)(=O)=O.[C:19]1([CH3:26])[CH:24]=[CH:23][CH:22]=[C:21]([CH3:25])[CH:20]=1>ClC1C=CC=CC=1>[Cl:3][C:2]1[N:4]=[C:5]([C:24]2[CH:23]=[CH:22][C:21]([CH3:25])=[CH:20][C:19]=2[CH3:26])[N:7]=[C:8]([C:24]2[CH:23]=[CH:22][C:21]([CH3:25])=[CH:20][C:19]=2[CH3:26])[N:1]=1.[CH3:26][C:19]1[CH:20]=[C:21]([CH3:25])[CH:22]=[CH:23][C:24]=1[C:2]1[N:4]=[C:5]([C:24]2[CH:23]=[CH:22][C:21]([CH3:25])=[CH:20][C:19]=2[CH3:26])[N:7]=[C:8]([C:24]2[CH:23]=[CH:22][C:21]([CH3:25])=[CH:20][C:19]=2[CH3:26])[N:1]=1 |f:1.2.3.4|. Procedure details: To a stirring mixture of 1 eq of cyanuric chloride, 3 eq of AlCl3 in chlorobenzene, was added 0.24 eq of concentrated H2SO4 at ice-bath temperature. After 5 min of stirring 2 eq of m-xylene was added. After another 5 min, the cooling bath was removed and the reaction mixture was stirred at room temperature. HPLC analysis after 2 h at room temperature showed 100% of the cyanuric chloride had reacted to give 2-chloro-4,6-bis(2,4-dimethylphenyl)-1,3,5-triazine and 2,4,6-tris(2,4-dimethylphenyl)-1,3... The reactants are COCCOC, CCOC(C)=O, N#Cc1nccnc1Cl, [K+], [K+], N#N, O=C([O-])[O-], O, Cc1ccc(B(O)O)cc1, c1ccc(P(c2ccccc2)c2ccccc2)cc1. Product: Cc1ccc(-c2nccnc2C#N)cc1. Reaction SMILES: [CH2:47]([CH2:48][O:49][CH3:50])[O:51][CH3:52].[CH3:53][CH2:54][O:55][C:56]([CH3:57])=[O:58].[Cl:1][c:2]1[c:3]([C:8]#[N:9])[n:4][cH:5][cH:6][n:7]1.[K+:20].[K+:21].[N:26]#[N:27].[O-:22][C:23]([O-:24])=[O:25].[OH2:59].[c:10]1([CH3:19])[cH:11][cH:12][c:13]([B:16]([OH:17])[OH:18])[cH:14][cH:15]1.[c:28]1([P:29]([c:30]2[cH:31][cH:32][cH:33][cH:34][cH:35]2)[c:36]2[cH:37][cH:38][cH:39][cH:40][cH:41]2)[cH:42][cH:43][cH:44][cH:45][cH:46]1>>[c:2]1(-[c:13]2[cH:12][cH:11][c:10]([CH3:19])[cH:15][cH:14]2)[c:3]([C:8]#[N:9])[n:4][cH:5][cH:6][n:7]1. Procedure details: The title compound was prepared from (Z)-4-(4-chloroquinolin-2(1H)-ylidene)-3-methyl-1H-pyrazol-5(4H)-one and methyl 3-mercaptobenzoate using a procedure analogous to the one described in Example 6. 1H NMR (400 MHz, DMSO-D6) δ ppm 1.96 (s, 3H) 3.90 (s, 3 H) 6.77 (s, 1H) 7.65-7.69 (m, 3H) 7.86-7.96 (m, 3H) 7.99 (d, J=8.08 Hz, 1H) 8.16 (d, J=8.34 Hz, 1H) 10.35 (s, 1H) 13.04 (bs, 1H); ESI-MS: m/z calc'd for C21H17N3O3S 391.10. found 392.3 (M+H)+. Reaction SMILES: Cl[C:2]1[C:11]2[C:6](=[CH:7][CH:8]=[CH:9][CH:10]=2)[NH:5]/[C:4](=[C:12]2/[C:13]([CH3:18])=[N:14][NH:15][C:16]/2=[O:17])/[CH:3]=1.[SH:19][C:20]1[CH:21]=[C:22]([CH:27]=[CH:28][CH:29]=1)[C:23]([O:25][CH3:26])=[O:24]>>[CH3:18][C:13]1=[N:14][NH:15][C:16](=[O:17])/[C:12]/1=[C:4]1\[NH:5][C:6]2[C:11]([C:2]([S:19][C:20]3[CH:21]=[C:22]([CH:27]=[CH:28][CH:29]=3)[C:23]([O:25][CH3:26])=[O:24])=[CH:3]\1)=[CH:10][CH:9]=[CH:8][CH:7]=2. Reactants: ClC1=C/C(/NC2=CC=CC=C12)=C/1\C(=NNC1=O)C ((Z)-4-(4-chloroquinolin-2(1H)-ylidene)-3-methyl-1H-pyrazol-5(4H)-one), SC=1C=C(C(=O)OC)C=CC1 (methyl 3-mercaptobenzoate), C21H17N3O3S. Yields the product CC/1=NNC(\C1=C\1/NC2=CC=CC=C2C(=C1)SC=1C=C(C(=O)OC)C=CC1)=O ((Z)-methyl 3-(2-(3-methyl-5-oxo-1H-pyrazol-4(5H)-ylidene)-1,2-dihydroquinolin-4-ylthio)benzoate). Yields the product FC=1C=C(C=C(C1)F)CC(=O)N[C@@H](C)C(=O)NN1C2=C(C3=C(C(C1=O)CCCCC1=CC=CC=C1)C=CC=C3)C=CCC2 (5-{N′-(3,5-Difluorophenylacetyl)-L-alaninyl}amino-7-phenbutyl-5,7-dihydro4H-dibenz[b,d]azepin-6one). Procedure details: Following General Procedure D and using N-(3,5-difluorophenylacetyl)-L-alanine (Ex. B) and 5-amino-7-phenbutyl-5,7-dihydro-6H-dibenz[b,d]azepin-6-one (Example 7-K), the title compound was prepared. The reaction was monitored by tlc (Rf=0.35, 3% MeOH/CHCl3) and product was purified by chromatography (silica, 3% MeOH/CHCl3). As a reaction SMILES: [F:1][C:2]1[CH:3]=[C:4]([CH2:9][C:10]([NH:12][C@H:13]([C:15]([OH:17])=O)[CH3:14])=[O:11])[CH:5]=[C:6]([F:8])[CH:7]=1.[NH2:18][N:19]1[C:25](=[O:26])[CH:24]([CH2:27][CH2:28][CH2:29][CH2:30][C:31]2[CH:36]=[CH:35][CH:34]=[CH:33][CH:32]=2)[C:23]2[CH:37]=[CH:38][CH:39]=[CH:40][C:22]=2[C:21]2[CH:41]=[CH:42][CH:43]=[CH:44][C:20]1=2>CO.C(Cl)(Cl)Cl>[F:8][C:6]1[CH:5]=[C:4]([CH2:9][C:10]([NH:12][C@H:13]([C:15]([NH:18][N:19]2[C:25](=[O:26])[CH:24]([CH2:27][CH2:28][CH2:29][CH2:30][C:31]3[CH:36]=[CH:35][CH:34]=[CH:33][CH:32]=3)[C:23]3[CH:37]=[CH:38][CH:39]=[CH:40][C:22]=3[C:21]3[CH:41]=[CH:42][CH2:43][CH2:44][C:20]2=3)=[O:17])[CH3:14])=[O:11])[CH:3]=[C:2]([F:1])[CH:7]=1 |f:2.3|. Starting materials: FC=1C=C(C=C(C1)F)CC(=O)N[C@@H](C)C(=O)O (N-(3,5-difluorophenylacetyl)-L-alanine), NN1C2=C(C3=C(C(C1=O)CCCCC1=CC=CC=C1)C=CC=C3)C=CC=C2 (5-Amino-7-phenbutyl-5,7-dihydro-6H-dibenz[b,d]azepin-6-one). The solvent is CO.C(Cl)(Cl)Cl (MeOH CHCl3). The reactants are FC(C1=CC=2C3C(C(NC2C=C1)=O)CCC3)(F)F (8-(trifluoromethyl)-1,2,3,3a,5,9b-hexahydrocyclopenta[c]quinolin-4-one), COC=1C=CC(=CC1)P2(=S)SP(=S)(S2)C=3C=CC(=CC3)OC (Lawesson's reagent). Yields the product FC(C1=CC=2C3C(C(NC2C=C1)=S)CCC3)(F)F (8-(Trifluoromethyl)-1,2,3,3a,5,9b-hexahydrocyclopenta[c]quinoline-4-thione). Yield: 61.4%. RXN SMILES: [F:1][C:2]([F:18])([F:17])[C:3]1[CH:12]=[CH:11][C:10]2[NH:9][C:8](=O)[CH:7]3[CH2:14][CH2:15][CH2:16][CH:6]3[C:5]=2[CH:4]=1.COC1C=CC(P2(SP(C3C=CC(OC)=CC=3)(=S)S2)=[S:28])=CC=1>>[F:1][C:2]([F:18])([F:17])[C:3]1[CH:12]=[CH:11][C:10]2[NH:9][C:8](=[S:28])[CH:7]3[CH2:14][CH2:15][CH2:16][CH:6]3[C:5]=2[CH:4]=1. Procedure details: Analogously to Example 4, 8-(trifluoromethyl)-1,2,3,3a,5,9b-hexahydrocyclopenta[c]quinolin-4-one (0.15 g, 0.6 mmol) is reacted with Lawesson's reagent (0.49 g, 1.2 mmol) to form 0.10 g (61%) of product. Reactants: F[B-](F)(F)F, Cc1cc(C(=O)O)c(NC(=O)OC(C)(C)C)s1, CN(C)C=O, CCN(C(C)C)C(C)C, Nc1cccc(Cl)c1, CN(C)C(On1nnc2ccccc21)=[N+](C)C. The product is Cc1cc(C(=O)Nc2cccc(Cl)c2)c(NC(=O)OC(C)(C)C)s1. Reaction SMILES: [B-:35]([F:36])([F:37])([F:38])[F:39].[C:1]([CH3:2])([CH3:3])([CH3:4])[O:5][C:6](=[O:7])[NH:8][c:9]1[s:10][c:11]([CH3:17])[cH:12][c:13]1[C:14](=[O:15])[OH:16].[CH3:57][N:58]([CH3:59])[CH:60]=[O:61].[CH:26]([N:27]([CH2:28][CH3:29])[CH:30]([CH3:31])[CH3:32])([CH3:33])[CH3:34].[Cl:18][c:19]1[cH:20][c:21]([NH2:22])[cH:23][cH:24][cH:25]1.[n:40]1([O:41][C:42]([N:43]([CH3:44])[CH3:45])=[N+:46]([CH3:47])[CH3:48])[c:49]2[cH:50][cH:51][cH:52][cH:53][c:54]2[n:55][n:56]1>>[C:1]([CH3:2])([CH3:3])([CH3:4])[O:5][C:6](=[O:7])[NH:8][c:9]1[s:10][c:11]([CH3:17])[cH:12][c:13]1[C:14](=[O:16])[NH:22][c:21]1[cH:20][c:19]([Cl:18])[cH:25][cH:24][cH:23]1.